Dataset: the Open Reaction Database (ORD), a public repository of structured organic reaction records. Task: describe an organic reaction: reactants, conditions, products, and yield The reactants are [N+](=O)([O-])C=1C=CC2=C(N=C(O2)C=C)C1 (5-nitro-2-vinylbenzoxazole), N1CCCC1 (pyrrolidine). Solvent: C(C)O (ethanol). Product: [N+](=O)([O-])C=1C=CC2=C(N=C(O2)CCN2CCCC2)C1 (5-nitro-2-(2-pyrrolidin-1-ylethyl)benzoxazole). Reaction SMILES: [N+:1]([C:4]1[CH:5]=[CH:6][C:7]2[O:11][C:10]([CH:12]=[CH2:13])=[N:9][C:8]=2[CH:14]=1)([O-:3])=[O:2].[NH:15]1[CH2:19][CH2:18][CH2:17][CH2:16]1>C(O)C>[N+:1]([C:4]1[CH:5]=[CH:6][C:7]2[O:11][C:10]([CH2:12][CH2:13][N:15]3[CH2:19][CH2:18][CH2:17][CH2:16]3)=[N:9][C:8]=2[CH:14]=1)([O-:3])=[O:2]. Procedure: A solution of 1 g (5.25 mmol) of 5-nitro-2-vinylbenzoxazole and 0.66 mL (8 mmol) of pyrrolidine in 8 mL of ethanol is stirred for 2 hours at ambient temperature. Then the reaction solution is evaporated down. The purification is carried out by column chromatography on silica gel (eluant: dichloromethane/ethanol/ammonia (20:1:0.1)). Yield: 0.74 g (53.9% of theory); C13H15N3O3 (M=261.28); calc.: molecular ion peak (M+H)+: 262; found: molecular ion peak (M+H)+: 262; Rf value: 0.2 (silica gel, dichl... The reactants are C(C)(=O)OC=1C(=C(C(=O)O)C(=C(C1I)OC(C)=O)I)I (3,5-diacetoxy-2,4,6-triiodobenzoic acid), S(=O)(Cl)Cl (thionyl chloride). Run in C(C)(=O)OCC (ethyl acetate). Reaction conditions: time 5 hour. Yields the product C(C)(=O)OC=1C(=C(C(=O)Cl)C(=C(C1I)OC(C)=O)I)I (3,5-diacetoxy-2,4,6-triiodobenzoic acid chloride). The yield is 88.0%. As a reaction SMILES: [C:1]([O:4][C:5]1[C:6]([I:20])=[C:7]([C:11]([I:19])=[C:12]([O:15][C:16](=[O:18])[CH3:17])[C:13]=1[I:14])[C:8](O)=[O:9])(=[O:3])[CH3:2].S(Cl)([Cl:23])=O>C(OCC)(=O)C>[C:1]([O:4][C:5]1[C:6]([I:20])=[C:7]([C:11]([I:19])=[C:12]([O:15][C:16](=[O:18])[CH3:17])[C:13]=1[I:14])[C:8]([Cl:23])=[O:9])(=[O:3])[CH3:2]. Reported procedure: To a solution of 3,5-diacetoxy-2,4,6-triiodobenzoic acid (9.5 g) in ethyl acetate (80 mL) at 55° C. was added thionyl chloride (5.5 mL) and stirred 5 h. The solution was evaporated and the dry residue crystallized from ethyl acetate to yield 8.6 g (88%) 3,5-diacetoxy-2,4,6-triiodobenzoic acid chloride. Starting materials: C([O-])([O-])=O.[K+].[K+] (potassium carbonate), CN(C)CC1=CC(=NC=C1)CSCCC#N (3-(4-Dimethylaminomethyl-2-pyridylmethylthio)propionitrile), Cl (hydrogen chloride). The solvent is ice water, CO (methanol), C(Cl)(Cl)Cl (chloroform). Reaction conditions: temperature -5 celsius, time 24 hour. The product is CN(C)CC1=CC(=NC=C1)CSCCC(OC)=N (methyl 3-(4-dimethylaminomethyl-2-pyridylmethylthio)propionimidate). Isolated yield 90.7%. Reaction SMILES: [CH3:1][N:2]([CH2:4][C:5]1[CH:10]=[CH:9][N:8]=[C:7]([CH2:11][S:12][CH2:13][CH2:14][C:15]#[N:16])[CH:6]=1)[CH3:3].Cl.[C:18](=O)([O-])[O-:19].[K+].[K+]>CO.C(Cl)(Cl)Cl>[CH3:1][N:2]([CH2:4][C:5]1[CH:10]=[CH:9][N:8]=[C:7]([CH2:11][S:12][CH2:13][CH2:14][C:15](=[NH:16])[O:19][CH3:18])[CH:6]=1)[CH3:3] |f:2.3.4|. Reported procedure: 3-(4-Dimethylaminomethyl-2-pyridylmethylthio)propionitrile (13.60 g) was dissolved in a mixture of dry methanol (70 ml) and dry chloroform (140 ml) and the stirred solution cooled to -5° C. under nitrogen. Dry hydrogen chloride gas was passed through the solution for 3.75 hours, keeping the temperature below 0° C. The solution was allowed to stand in a stoppered flask at ca. 4° C. for 24 hours and was added to a solution of potassium carbonate (45 g) in ice-water (500 ml). The chloroform layer w... Starting materials: [Si](C)(C)(C(C)(C)C)ONC(=O)[C@@H]1CC[C@H](CC1)N1N=CC(=C1C(F)(F)F)C(=O)N(CC1=CC(=CC(=C1)F)F)CC(=O)C1=C(C=NC=C1Cl)Cl (1-(trans-4-(((tert-butyldimethylsilyl)oxy)carbamoyl)cyclohexyl)-N-(2-(3,5-dichloropyridin-4-yl)-2-oxoethyl)-N-(3,5-difluorobenzyl)-5-(trifluoromethyl)-1H-pyrazole-4-carboxamide), CCCC[N+](CCCC)(CCCC)CCCC.[F-] (TBAF). Run in C1CCOC1 (THF). Reaction conditions: time 1 hour. Yields the product ClC=1C=NC=C(C1C(CN(C(=O)C=1C=NN(C1C(F)(F)F)[C@@H]1CC[C@H](CC1)C(NO)=O)CC1=CC(=CC(=C1)F)F)=O)Cl (N-(2-(3,5-dichloropyridin-4-yl)-2-oxoethyl)-N-(3,5-difluorobenzyl)-1-(trans-4-(hydroxycarbamoyl)cyclohexyl)-5-(trifluoromethyl)-1H-pyrazole-4-carboxamide). Yield: 23.0%. RXN SMILES: [Si]([O:8][NH:9][C:10]([C@H:12]1[CH2:17][CH2:16][C@H:15]([N:18]2[C:22]([C:23]([F:26])([F:25])[F:24])=[C:21]([C:27]([N:29]([CH2:39][C:40]([C:42]3[C:47]([Cl:48])=[CH:46][N:45]=[CH:44][C:43]=3[Cl:49])=[O:41])[CH2:30][C:31]3[CH:36]=[C:35]([F:37])[CH:34]=[C:33]([F:38])[CH:32]=3)=[O:28])[CH:20]=[N:19]2)[CH2:14][CH2:13]1)=[O:11])(C(C)(C)C)(C)C.CCCC[N+](CCCC)(CCCC)CCCC.[F-]>C1COCC1>[Cl:49][C:43]1[CH:44]=[N:45][CH:46]=[C:47]([Cl:48])[C:42]=1[C:40](=[O:41])[CH2:39][N:29]([CH2:30][C:31]1[CH:36]=[C:35]([F:37])[CH:34]=[C:33]([F:38])[CH:32]=1)[C:27]([C:21]1[CH:20]=[N:19][N:18]([C@H:15]2[CH2:14][CH2:13][C@H:12]([C:10](=[O:11])[NH:9][OH:8])[CH2:17][CH2:16]2)[C:22]=1[C:23]([F:26])([F:24])[F:25])=[O:28] |f:1.2|. Procedure: To a stirred solution of compound 5-5 (100 mg, 0.13 mmol) in THF (8 mL) was added TBAF (1 M in THF, 0.20 mL, 0.20 mmol) dropwise and the mixture was stirred at room temperature for 1 h. The reaction mixture was quenched with MeOH (2 mL) and extracted with EtOAc (2×20 mL). The combined organic layers were washed with brine (2×10 mL), dried over Na2SO4 and concentrated under reduced pressure. The residue was purified by column chromatography (silica gel, 7% MeOH/DCM as eluent) to provide the compo... Reaction SMILES: [Br:21][N:22]1[C:23](=[O:25])[CH2:26][CH2:27][C:28]1=[O:24].[C:4](#[N:5])[N:6]1[c:7]2[c:8]([cH:17][cH:18][cH:19][cH:20]2)[CH2:9][CH2:10][c:11]2[c:12]1[cH:13][cH:14][cH:15][cH:16]2.[Cl:1][CH2:2][Cl:3].[OH2:29]>>[C:4](#[N:5])[N:6]1[c:7]2[c:8]([cH:17][cH:18][cH:19][cH:20]2)[CH:9]([OH:24])[CH2:10][c:11]2[c:12]1[cH:13][cH:14][cH:15][cH:16]2. Yields the product N#CN1c2ccccc2CC(O)c2ccccc21. Starting materials: O=C1CCC(=O)N1Br, N#CN1c2ccccc2CCc2ccccc21, ClCCl, O.